Dataset: the Open Reaction Database (ORD), a public repository of structured organic reaction records. Task: describe an organic reaction: reactants, conditions, products, and yield Starting materials: CCOC(C)=O, CCO, [Ca+2], [Cl-], [Cl-], N#CC1(c2cccc(C(=O)Nc3cc(Oc4ccc([N+](=O)[O-])cn4)ccc3F)c2Cl)CC1, [Fe], [Na+], [OH-], O. Product: N#CC1(c2cccc(C(=O)Nc3cc(Oc4ccc(N)cn4)ccc3F)c2Cl)CC1. Reaction SMILES: [CH3:39][CH2:40][O:41][C:42](=[O:43])[CH3:44].[CH3:46][CH2:47][OH:48].[Ca+2:35].[Cl-:33].[Cl-:34].[Cl:1][c:2]1[c:3]([C:4](=[O:5])[NH:6][c:7]2[c:8]([F:23])[cH:9][cH:10][c:11]([O:13][c:14]3[n:15][cH:16][c:17]([N+:20]([O-:21])=[O:22])[cH:18][cH:19]3)[cH:12]2)[cH:24][cH:25][cH:26][c:27]1[C:28]1([C:31]#[N:32])[CH2:29][CH2:30]1.[Fe:38].[Na+:37].[OH-:36].[OH2:45]>>[Cl:1][c:2]1[c:3]([C:4](=[O:5])[NH:6][c:7]2[c:8]([F:23])[cH:9][cH:10][c:11]([O:13][c:14]3[n:15][cH:16][c:17]([NH2:20])[cH:18][cH:19]3)[cH:12]2)[cH:24][cH:25][cH:26][c:27]1[C:28]1([C:31]#[N:32])[CH2:29][CH2:30]1. The reactants are F[B-](F)(F)F, CC(C)(C)OC(=O)N1CCCn2c(Br)nc(C(=O)O)c2C1, CNC(=O)C(N)CC(C)C, CCN(C(C)C)C(C)C, CN(C)C=O, CN(C)C(On1nnc2ccccc21)=[N+](C)C. The product is CNC(=O)C(CC(C)C)NC(=O)c1nc(Br)n2c1CN(C(=O)OC(C)(C)C)CCC2. As a reaction SMILES: [B-:41]([F:42])([F:43])([F:44])[F:45].[Br:1][c:2]1[n:3][c:4]([C:19](=[O:20])[OH:21])[c:5]2[n:6]1[CH2:7][CH2:8][CH2:9][N:10]([C:12](=[O:13])[O:14][C:15]([CH3:16])([CH3:17])[CH3:18])[CH2:11]2.[CH3:22][NH:23][C:24]([CH:25]([NH2:26])[CH2:27][CH:28]([CH3:29])[CH3:30])=[O:31].[CH:32]([N:33]([CH2:34][CH3:35])[CH:36]([CH3:37])[CH3:38])([CH3:39])[CH3:40].[O:63]=[CH:64][N:65]([CH3:66])[CH3:67].[n:46]1([O:47][C:48]([N:49]([CH3:50])[CH3:51])=[N+:52]([CH3:53])[CH3:54])[c:55]2[cH:56][cH:57][cH:58][cH:59][c:60]2[n:61][n:62]1>>[Br:1][c:2]1[n:3][c:4]([C:19](=[O:20])[NH:26][CH:25]([C:24]([NH:23][CH3:22])=[O:31])[CH2:27][CH:28]([CH3:29])[CH3:30])[c:5]2[n:6]1[CH2:7][CH2:8][CH2:9][N:10]([C:12](=[O:13])[O:14][C:15]([CH3:16])([CH3:17])[CH3:18])[CH2:11]2.